This data is from the Open Reaction Database (ORD), a public repository of structured organic reaction records. The task is: describe an organic reaction: reactants, conditions, products, and yield Reactants: ClC1=CC=C(C=C1)C=1OC2=C(C1)C=CC=C2 (2-(p-chlorophenyl)benzofuran), Cl.C(C)N(CCCOC1=CC=C(C(=O)Cl)C=C1)CC (4-(3-diethylaminopropoxy)benzoyl chloride hydrochloride). Product: ClC1=CC=C(C=C1)C=1OC2=C(C1C(C1=CC=C(C=C1)OCCCN(CC)CC)=O)C=CC=C2 (2-(4-Chlorophenyl)-3-[4-(3-diethylaminopropoxy)benzoyl]benzofuran). As a reaction SMILES: [Cl:1][C:2]1[CH:7]=[CH:6][C:5]([C:8]2[O:9][C:10]3[CH:16]=[CH:15][CH:14]=[CH:13][C:11]=3[CH:12]=2)=[CH:4][CH:3]=1.Cl.[CH2:18]([N:20]([CH2:34][CH3:35])[CH2:21][CH2:22][CH2:23][O:24][C:25]1[CH:33]=[CH:32][C:28]([C:29](Cl)=[O:30])=[CH:27][CH:26]=1)[CH3:19]>>[Cl:1][C:2]1[CH:7]=[CH:6][C:5]([C:8]2[O:9][C:10]3[CH:16]=[CH:15][CH:14]=[CH:13][C:11]=3[C:12]=2[C:29](=[O:30])[C:28]2[CH:27]=[CH:26][C:25]([O:24][CH2:23][CH2:22][CH2:21][N:20]([CH2:34][CH3:35])[CH2:18][CH3:19])=[CH:33][CH:32]=2)=[CH:4][CH:3]=1 |f:1.2|. Reported procedure: When 2-(p-chlorophenyl)benzofuran is acylated with 4-(3-diethylaminopropoxy)benzoyl chloride hydrochloride by the procedure described in Example 6, the title compound is obtained.